This data is from the Open Reaction Database (ORD), a public repository of structured organic reaction records. The task is: describe an organic reaction: reactants, conditions, products, and yield The reactants are [C@@H]([C@H](C(=O)[O-])O)(C(=O)[O-])O.[Na+].[K+] (Rochelle's salt), acid, NC=1C=C(C#N)C=CC1N (3,4-diaminobenzonitrile), C[Al](C)C (trimethylaluminum), C(CCCCCC)OC1=CC=C(C=C1)CC(=O)OC (methyl 2-(4-(heptyloxy)phenyl)acetate). Solvent: O (water), CC(OCC)=O (EA), CC(OCC)=O (EA), C1CCOC1 (THF). Reaction conditions: temperature 60 celsius, time 10 minute. The product is C(CCCCCC)OC1=CC=C(CC2=NC3=C(N2)C=CC(=C3)C#N)C=C1 (2-(4-(heptyloxy)benzyl)-1H-benzo[d]imidazole-5-carbonitrile). The yield is 78.0%. As a reaction SMILES: [NH2:1][C:2]1[CH:3]=[C:4]([CH:7]=[CH:8][C:9]=1[NH2:10])[C:5]#[N:6].C[Al](C)C.[CH2:15]([O:22][C:23]1[CH:28]=[CH:27][C:26]([CH2:29][C:30](OC)=O)=[CH:25][CH:24]=1)[CH2:16][CH2:17][CH2:18][CH2:19][CH2:20][CH3:21].[C@H](O)(C([O-])=O)[C@@H](O)C([O-])=O.[Na+].[K+]>C1COCC1.O.CC(=O)OCC>[CH2:15]([O:22][C:23]1[CH:28]=[CH:27][C:26]([CH2:29][C:30]2[NH:10][C:9]3[CH:8]=[CH:7][C:4]([C:5]#[N:6])=[CH:3][C:2]=3[N:1]=2)=[CH:25][CH:24]=1)[CH2:16][CH2:17][CH2:18][CH2:19][CH2:20][CH3:21] |f:3.4.5|. Procedure: To a stirred solution of 3,4-diaminobenzonitrile (1.08 g, 8.10 mmol) in THF (20 mL) at 0° C. was added trimethylaluminum (4.86 mL, 9.72 mmol, 2 M in hexanes). After 10 min, methyl 2-(4-(heptyloxy)phenyl)acetate (2.36 g, 8.91 mmol) was added and the cooling bath removed. After stirring for 48 h at 60° C., the reaction mixture was allowed to cool to room temperature then poured into a mixture of Rochelle's salt (6.86 g, 24.31 mmol) in water (150 mL) and EA (100 mL) and stirred for 2 h. The layers ... Starting materials: CC(C)([O-])C.[K+] (potassium tert-butoxide), N1=C(C=CC2=CC=CC=C12)COC1=CC=C(C=C1)CC(=O)OC1CC(CCC1C(C)C)C ((-)-Menthyl 4-(quinolin-2-yl-methoxy)phenylacetate), BrC1CCCCCC1 (bromocycloheptane), O (water). Solvent: CN(C)C=O (DMF), CN(C)C=O (DMF). Reaction conditions: time 4 hour. Product: N1=C(C=CC2=CC=CC=C12)COC1=CC=C(C=C1)[C@H](C(=O)OC1CC(CCC1C(C)C)C)C1CCCCCC1 ((-)-Menthyl (2R)-2-[4-(quinolin-2-yl-methoxy)phenyl]-2-cycloheptylacetate). RXN SMILES: [N:1]1[C:10]2[C:5](=[CH:6][CH:7]=[CH:8][CH:9]=2)[CH:4]=[CH:3][C:2]=1[CH2:11][O:12][C:13]1[CH:18]=[CH:17][C:16]([CH2:19][C:20]([O:22][CH:23]2[CH:28]([CH:29]([CH3:31])[CH3:30])[CH2:27][CH2:26][CH:25]([CH3:32])[CH2:24]2)=[O:21])=[CH:15][CH:14]=1.Br[CH:34]1[CH2:40][CH2:39][CH2:38][CH2:37][CH2:36][CH2:35]1.CC(C)([O-])C.[K+].O>CN(C=O)C>[N:1]1[C:10]2[C:5](=[CH:6][CH:7]=[CH:8][CH:9]=2)[CH:4]=[CH:3][C:2]=1[CH2:11][O:12][C:13]1[CH:18]=[CH:17][C:16]([C@@H:19]([CH:34]2[CH2:40][CH2:39][CH2:38][CH2:37][CH2:36][CH2:35]2)[C:20]([O:22][CH:23]2[CH:28]([CH:29]([CH3:31])[CH3:30])[CH2:27][CH2:26][CH:25]([CH3:32])[CH2:24]2)=[O:21])=[CH:15][CH:14]=1 |f:2.3|. Procedure: 1.3 kg of the compound from Example 6 are stirred with exclusion of moisture at -5° C. to +5° C. with 580 g of bromocycloheptane in 2.4 l of DMF. During the course of about 2 hours, a solution of 400 g of potassium tert-butoxide in 1.6 l of DMF is added. The mixture is stirred for a further 4 hours between -20° C. and -10° C. and 7.5 l of water are then added, during the course of which the title compound precipitates as a crude product. The crude product is centrifuged off, dried at 50° C. in v... The reactants are CN(C)S(=O)N(C)C, ClC(Cl)Cl, O=C(O)Cc1nc(-c2ccccc2)sc1Cl. The product is CN(C)C(=O)Cc1nc(-c2ccccc2)sc1Cl. RXN SMILES: [CH3:17][N:18]([S:19](=[O:20])[N:21]([CH3:22])[CH3:23])[CH3:24].[CH:25]([Cl:26])([Cl:27])[Cl:28].[Cl:1][c:2]1[c:3]([CH2:13][C:14](=[O:15])[OH:16])[n:4][c:5](-[c:7]2[cH:8][cH:9][cH:10][cH:11][cH:12]2)[s:6]1>>[Cl:1][c:2]1[c:3]([CH2:13][C:14](=[O:16])[N:18]([CH3:17])[CH3:24])[n:4][c:5](-[c:7]2[cH:8][cH:9][cH:10][cH:11][cH:12]2)[s:6]1. Solvent: C(CC)O (n-PrOH). Procedure: In a small distillation apparatus a mixture of 12.4 g(0.1 mol) 2-amino-3-cyanothiophene and 37.2 g (0.15 mol) tetra-n-propylorthocarbonate is heated for 3 hours at 155° C. n-PrOH, which arises during the reaction is directly distilled out of the reaction flask. After completion of the reaction, excess tetra-n-propylorthocarbonate is distilled off under reduced pressure and the resulting raw material purified by column chromatography over silica gel (eluant: hexane/tert.butylmethyl ether 6:1). Yi... The reactants are NC=1SC=CC1C#N (2-amino-3-cyanothiophene), C(CC)OC(OCCC)(OCCC)OCCC (tetra-n-propylorthocarbonate). The product is C(#N)C1=C(SC=C1)N=C(OCCC)OCCC (3-Cyano-2-(1,1-dipropoxymethylenamino) thiophene). RXN SMILES: [NH2:1][C:2]1[S:3][CH:4]=[CH:5][C:6]=1[C:7]#[N:8].[CH2:9]([O:12][C:13](OCCC)(OCCC)[O:14][CH2:15][CH2:16][CH3:17])[CH2:10][CH3:11]>C(O)CC>[C:7]([C:6]1[CH:5]=[CH:4][S:3][C:2]=1[N:1]=[C:13]([O:14][CH2:15][CH2:16][CH3:17])[O:12][CH2:9][CH2:10][CH3:11])#[N:8].